From a dataset of the Open Reaction Database (ORD), a public repository of structured organic reaction records. describe an organic reaction: reactants, conditions, products, and yield Reactants: [OH-].[Na+] (NaOH), C1(=CC=CC=C1)C#CC1=CC=C(C=C1)C(C#N)CC (2-[4-(phenylethinyl)phenyl]-butyronitrile), C(Br)Br (CH2Br2), C(Cl)Cl (CH2Cl2). The reagents and catalysts are [Cl-].C(C1=CC=CC=C1)[N+](CC)(CC)CC (benzyltriethylammoniumchloride). Yields the product C(#N)C(CBr)(CC)C1=CC=C(C=C1)C#CC1=CC=CC=C1 (2-Cyano-2-[4-(phenylethinyl)phenyl]butyl bromide). Reaction SMILES: [C:1]1([C:7]#[C:8][C:9]2[CH:14]=[CH:13][C:12]([CH:15]([CH2:18][CH3:19])[C:16]#[N:17])=[CH:11][CH:10]=2)[CH:6]=[CH:5][CH:4]=[CH:3][CH:2]=1.[OH-].[Na+].C(Cl)Cl.[CH2:25](Br)[Br:26]>[Cl-].C([N+](CC)(CC)CC)C1C=CC=CC=1>[C:16]([C:15]([C:12]1[CH:11]=[CH:10][C:9]([C:8]#[C:7][C:1]2[CH:6]=[CH:5][CH:4]=[CH:3][CH:2]=2)=[CH:14][CH:13]=1)([CH2:18][CH3:19])[CH2:25][Br:26])#[N:17] |f:1.2,5.6|. Procedure: To a solution of 5 g (0.021 mol) 2-[4-(phenylethinyl)phenyl]-butyronitrile in 65 ml CH2Br2 are added, with stirring, 64 g 50% (0.8 mol) NaOH and 5.5 g (0.025 mol) benzyltriethylammoniumchloride. The mixture is stirred for 5 hours at 95°, cooled and 250 ml CH2Cl2 are added. The organic phase is separated off, washed, dried and evaporated in vacuum. The thus obtained title compound is kept for one hour at 70°-80° under high vacuum and crystallises from toluene: ligroine 1:2, m.p. 107°.